Dataset: the Open Reaction Database (ORD), a public repository of structured organic reaction records. Task: describe an organic reaction: reactants, conditions, products, and yield Procedure: 12 g (28 mmol) of methyl 4-benzyloxy-3-tert-butyl-5-iodobenzoate are dissolved with 5.8 g (42 mmol) of 4-methylbenzeneboronic acid and 12.7 g (84 mmol) of caesium fluoride in 400 mL of dioxane. The reaction medium is degassed with a flow of nitrogen for 15 minutes, and 1.7 g (1.4 mmol) of tetrakis(triphenylphosphine)palladium are then added. The reaction medium is refluxed for 4 hours and then cooled and hydrolysed. After extraction with ethyl acetate, the organic phase is filtered and concentra... As a reaction SMILES: [CH2:1]([O:8][C:9]1[C:18](I)=[CH:17][C:12]([C:13]([O:15][CH3:16])=[O:14])=[CH:11][C:10]=1[C:20]([CH3:23])([CH3:22])[CH3:21])[C:2]1[CH:7]=[CH:6][CH:5]=[CH:4][CH:3]=1.[CH3:24][C:25]1[CH:30]=[CH:29][C:28](B(O)O)=[CH:27][CH:26]=1.[F-].[Cs+]>O1CCOCC1.C1C=CC([P]([Pd]([P](C2C=CC=CC=2)(C2C=CC=CC=2)C2C=CC=CC=2)([P](C2C=CC=CC=2)(C2C=CC=CC=2)C2C=CC=CC=2)[P](C2C=CC=CC=2)(C2C=CC=CC=2)C2C=CC=CC=2)(C2C=CC=CC=2)C2C=CC=CC=2)=CC=1>[CH2:1]([O:8][C:9]1[C:18]([C:28]2[CH:29]=[CH:30][C:25]([CH3:24])=[CH:26][CH:27]=2)=[CH:17][C:12]([C:13]([O:15][CH3:16])=[O:14])=[CH:11][C:10]=1[C:20]([CH3:23])([CH3:22])[CH3:21])[C:2]1[CH:7]=[CH:6][CH:5]=[CH:4][CH:3]=1 |f:2.3,^1:45,47,66,85|. Product: C(C1=CC=CC=C1)OC1=C(C=C(C=C1C1=CC=C(C=C1)C)C(=O)OC)C(C)(C)C (Methyl 6-benzyloxy-5-tert-butyl-4′-methyl-3-biphenylcarboxylate). The solvent is O1CCOCC1 (dioxane). The reagents and catalysts are C=1C=CC(=CC1)[P](C=2C=CC=CC2)(C=3C=CC=CC3)[Pd]([P](C=4C=CC=CC4)(C=5C=CC=CC5)C=6C=CC=CC6)([P](C=7C=CC=CC7)(C=8C=CC=CC8)C=9C=CC=CC9)[P](C=1C=CC=CC1)(C=1C=CC=CC1)C=1C=CC=CC1 (tetrakis(triphenylphosphine)palladium). The yield is 83.0%. The reactants are C(C1=CC=CC=C1)OC1=C(C=C(C(=O)OC)C=C1I)C(C)(C)C (methyl 4-benzyloxy-3-tert-butyl-5-iodobenzoate), CC1=CC=C(C=C1)B(O)O (4-methylbenzeneboronic acid), [F-].[Cs+] (caesium fluoride). The reactants are BrC=1C=CC=C2C=CC(=NC12)C1=CC=CC2=CC=CC=C12 (8-bromo-2-(1-naphthyl)quinoline), CC1=C(N)C(=CC=C1)C (2,6-dimethylaniline), C1(CCCCC1)P(C1=C(C=CC=C1)C1=C(C=CC=C1)N(C)C)C1CCCCC1 (N-[2′-(dicyclohexylphosphino)[1,1′-biphenyl]-2-yl]-N,N-dimethylamine), CC(C)(C)[O-].[Na+] (NaOtBu). The reagents and catalysts are C=1C=CC(=CC1)/C=C/C(=O)/C=C/C2=CC=CC=C2.C=1C=CC(=CC1)/C=C/C(=O)/C=C/C2=CC=CC=C2.[Pd] (Pd(dba)2). Run in C1(=CC=CC=C1)C (toluene), O (water). Conditions: temperature 100 celsius, time 8 hour. Yields the product CC1=C(C(=CC=C1)C)NC=1C=CC=C2C=CC(=NC12)C1=CC=CC2=CC=CC=C12 (N-(2,6-dimethylphenyl)-2-(1-naphthyl)-8-quinolinamine). Reaction SMILES: Br[C:2]1[CH:3]=[CH:4][CH:5]=[C:6]2[C:11]=1[N:10]=[C:9]([C:12]1[C:21]3[C:16](=[CH:17][CH:18]=[CH:19][CH:20]=3)[CH:15]=[CH:14][CH:13]=1)[CH:8]=[CH:7]2.[CH3:22][C:23]1[CH:29]=[CH:28][CH:27]=[C:26]([CH3:30])[C:24]=1[NH2:25].C1(P(C2CCCCC2)C2C=CC=CC=2C2C=CC=CC=2N(C)C)CCCCC1.CC([O-])(C)C.[Na+]>C1C=CC(/C=C/C(/C=C/C2C=CC=CC=2)=O)=CC=1.C1C=CC(/C=C/C(/C=C/C2C=CC=CC=2)=O)=CC=1.[Pd].O.C1(C)C=CC=CC=1>[CH3:22][C:23]1[CH:29]=[CH:28][CH:27]=[C:26]([CH3:30])[C:24]=1[NH:25][C:2]1[CH:3]=[CH:4][CH:5]=[C:6]2[C:11]=1[N:10]=[C:9]([C:12]1[C:21]3[C:16](=[CH:17][CH:18]=[CH:19][CH:20]=3)[CH:15]=[CH:14][CH:13]=1)[CH:8]=[CH:7]2 |f:3.4,5.6.7|. Reported procedure: A mixture of 8-bromo-2-(1-naphthyl)quinoline (2.03 g, 6 mmol), 2,6-dimethylaniline (0.83 mL, 6.9 mmol), Pd(dba)2 (0.072 g, 0.12 mmol), L=(N-[2′-(dicyclohexylphosphino)[1,1′-biphenyl]-2-yl]-N,N-dimethylamine) (0.094 g, 0.24 mmol), NaOtBu (0.72 g, 7.2 mmol) and toluene (15 mL) is stirred for 8 h under an argon atmosphere at 100° C. in an oil bath. The mixture is then poured into water and extracted with benzene (3×50 mL). The combined organic phase is washed with water and brine, and then concentr... Reactants: C[O-].[Na+] (sodium methanolate), FC1=C(CN2N=C(C=3C2=NC=CC3)C(=N)N)C=CC=C1 (1-(2-Fluorobenzyl)-1H-pyrazolo[3,4-b]pyridine-3-carboxamidine), FC1=C(CN2N=C(C=3C2=NC=CC3)C(=N)N)C=CC=C1 (1-(2-fluorobenzyl)-1H-pyrazolo[3,4-b]pyridine-3-carboxamidine), C1(=CC=CC=C1)N=NC(C#N)C#N (phenylazomalononitrile). Run at temperature 110 celsius, time 8 hour. Yields the product FC1=C(CN2N=C(C=3C2=NC=CC3)C3=NC(=C(C(=N3)N)\N=N\C3=CC=CC=C3)N)C=CC=C1 (2-[1-(2-Fluorobenzyl)-1H-pyrazolo[3,4-b]pyridin-3-yl]-5-[(E)phenyldiazenyl]4,6-pyrimidinediamine). Reaction SMILES: C[O-].[Na+].[C:4]1([N:10]=[N:11][CH:12]([C:15]#[N:16])[C:13]#[N:14])[CH:9]=[CH:8][CH:7]=[CH:6][CH:5]=1.[F:17][C:18]1[CH:36]=[CH:35][CH:34]=[CH:33][C:19]=1[CH2:20][N:21]1[C:25]2=[N:26][CH:27]=[CH:28][CH:29]=[C:24]2[C:23]([C:30]([NH2:32])=[NH:31])=[N:22]1>>[F:17][C:18]1[CH:36]=[CH:35][CH:34]=[CH:33][C:19]=1[CH2:20][N:21]1[C:25]2=[N:26][CH:27]=[CH:28][CH:29]=[C:24]2[C:23]([C:30]2[N:32]=[C:13]([NH2:14])[C:12](/[N:11]=[N:10]/[C:4]3[CH:9]=[CH:8][CH:7]=[CH:6][CH:5]=3)=[C:15]([NH2:16])[N:31]=2)=[N:22]1 |f:0.1|. Procedure: 3.87 g of sodium methanolate and then 12.2 g (71.7 mmol) of phenylazomalononitrile (L. F. Cavalieri, J. F. Tanker, A. Bendich, J. Am. Chem. Soc., 1949, 71, 533) are added to a stirred solution of 21.92 g (71.7 mmol) of 1-(2-fluorobenzyl)-1H-pyrazolo[3,4-b]pyridine-3-carboxamidine in N,N-dimethylformamide from Example 6A. The mixture is stirred at 110° C. overnight and allowed to cool. The solid which precipitates is filtered off with suction and washed with ethanol. Drying results in 23 g (73% o... The reactants are C1(CCCCC1)C1=CC=C(C=C1)O (4-cyclohexylphenol), C(C=C)Br (allyl bromide), C([O-])([O-])=O.[K+].[K+] (potassium carbonate). Run in CC(=O)C (acetone). The product is C1(CCCCC1)C1=CC(=C(C=C1)O)OCC=C (4-cyclohexyl allyloxyphenol). The yield is 94.1%. Reaction SMILES: [CH:1]1([C:7]2[CH:12]=[CH:11][C:10]([OH:13])=[CH:9][CH:8]=2)[CH2:6][CH2:5][CH2:4][CH2:3][CH2:2]1.[CH2:14](Br)[CH:15]=[CH2:16].C(=O)([O-])[O-:19].[K+].[K+]>CC(C)=O>[CH:1]1([C:7]2[CH:8]=[CH:9][C:10]([OH:13])=[C:11]([O:19][CH2:14][CH:15]=[CH2:16])[CH:12]=2)[CH2:2][CH2:3][CH2:4][CH2:5][CH2:6]1 |f:2.3.4|. Procedure details: A solution of 4-cyclohexylphenol (10 g), allyl bromide (13.74 g) and potassium carbonate (9.42 g) in acetone (150 mL) was kept at reflux for 10-12 h. The solution was cooled, filtered and concentrated under reduced pressure to provide 4-cyclohexyl allyloxyphenol (12.4 g). This product was used as such for Step C. The reactants are BrC=1C=CC(=C(C1)CC(=O)OC)OCC1=CC=C(C=C1)OCC=1N=C(OC1C)C1=CC=CC=C1 (Methyl 2-[5-bromo-2-[4-[(5-methyl-2-phenyl-4-oxazolyl)methoxy]benzyloxy]phenyl]acetate), C1(=CC=CC=C1)B(O)O (phenylboronic acid), C([O-])([O-])=O.[Na+].[Na+] (sodium carbonate), CO (methanol). Reagents/catalysts: C=1C=CC(=CC1)[P](C=2C=CC=CC2)(C=3C=CC=CC3)[Pd]([P](C=4C=CC=CC4)(C=5C=CC=CC5)C=6C=CC=CC6)([P](C=7C=CC=CC7)(C=8C=CC=CC8)C=9C=CC=CC9)[P](C=1C=CC=CC1)(C=1C=CC=CC1)C=1C=CC=CC1 (tetrakis(triphenylphosphine)palladium). Run in C(C)(=O)OCC (ethyl acetate), C1(=CC=CC=C1)C (toluene). The product is CC1=C(N=C(O1)C1=CC=CC=C1)COC1=CC=C(COC2=C(C=C(C=C2)C2=CC=CC=C2)CC(=O)OC)C=C1 (methyl 2-[2-[4-[(5-methyl-2-phenyl-4-oxazolyl)methoxy]benzyloxy]-5-phenylphenyl]acetate). Yield: 74.6%. RXN SMILES: Br[C:2]1[CH:3]=[CH:4][C:5]([O:13][CH2:14][C:15]2[CH:20]=[CH:19][C:18]([O:21][CH2:22][C:23]3[N:24]=[C:25]([C:29]4[CH:34]=[CH:33][CH:32]=[CH:31][CH:30]=4)[O:26][C:27]=3[CH3:28])=[CH:17][CH:16]=2)=[C:6]([CH2:8][C:9]([O:11][CH3:12])=[O:10])[CH:7]=1.[C:35]1(B(O)O)[CH:40]=[CH:39][CH:38]=[CH:37][CH:36]=1.C(=O)([O-])[O-].[Na+].[Na+].CO>C(OCC)(=O)C.C1C=CC([P]([Pd]([P](C2C=CC=CC=2)(C2C=CC=CC=2)C2C=CC=CC=2)([P](C2C=CC=CC=2)(C2C=CC=CC=2)C2C=CC=CC=2)[P](C2C=CC=CC=2)(C2C=CC=CC=2)C2C=CC=CC=2)(C2C=CC=CC=2)C2C=CC=CC=2)=CC=1.C1(C)C=CC=CC=1>[CH3:28][C:27]1[O:26][C:25]([C:29]2[CH:34]=[CH:33][CH:32]=[CH:31][CH:30]=2)=[N:24][C:23]=1[CH2:22][O:21][C:18]1[CH:19]=[CH:20][C:15]([CH2:14][O:13][C:5]2[CH:4]=[CH:3][C:2]([C:35]3[CH:40]=[CH:39][CH:38]=[CH:37][CH:36]=3)=[CH:7][C:6]=2[CH2:8][C:9]([O:11][CH3:12])=[O:10])=[CH:16][CH:17]=1 |f:2.3.4,^1:61,63,82,101|. Procedure: Methyl 2-[5-bromo-2-[4-[(5-methyl-2-phenyl-4-oxazolyl)methoxy]benzyloxy]phenyl]acetate (1.20 g), phenylboronic acid (0.30 g), tetrakis(triphenylphosphine)palladium (0.14 g), 2M aqueous sodium carbonate solution (3.7 mL), methanol (5 mL), and toluene (20 mL) were stirred with heating under reflux for 24 hrs under an argon atmosphere. The reaction mixture was diluted with ethyl acetate, washed with saturated brine and dried over anhydrous magnesium sulfate. After concentration of the organic layer...